From a dataset of the Open Reaction Database (ORD), a public repository of structured organic reaction records. describe an organic reaction: reactants, conditions, products, and yield Starting materials: C(C1=CC=CC=C1)OCCCN1C=C(C2=CC(=CC=C12)F)N1C(NN=C1C1=CN(C2=CC=C(C=C12)F)C)=O (4-[1-(3-Benzyloxy-propyl)-5-fluoro-indol-3-yl]-5-(5-fluoro-1-methyl-indol-3-yl)-2,4-dihydro-[1,2,4]triazol-3-one), C1(C=2C(C(N1)=O)=CC=CC2)=O (phthalimide), C1(=CC=CC=C1)P(C1=CC=CC=C1)C1=CC=CC=C1 (triphenylphosphine), N(=NC(=O)OCC)C(=O)OCC (diethyl azodicarboxylate). The solvent is C1CCOC1 (THF). Run at time 8 hour. Yields the product FC=1C=C2C(=CN(C2=CC1)CCCN1C(C2=CC=CC=C2C1=O)=O)N1C(=NNC1=O)C1=CN(C2=CC=C(C=C12)F)C (2-(3-{5-Fluoro-3-[3-(5-fluoro-1-methyl-indol-3-yl)-5-oxo-1,5-dihydro-[1,2,4]triazol-4-yl-]-indol-1-yl}-propyl)-isoindole-1,3-dione). The yield is 69.9%. As a reaction SMILES: C(O[CH2:9][CH2:10][CH2:11][N:12]1[C:20]2[C:15](=[CH:16][C:17]([F:21])=[CH:18][CH:19]=2)[C:14]([N:22]2[C:26]([C:27]3[C:35]4[C:30](=[CH:31][CH:32]=[C:33]([F:36])[CH:34]=4)[N:29]([CH3:37])[CH:28]=3)=[N:25][NH:24][C:23]2=[O:38])=[CH:13]1)C1C=CC=CC=1.[C:39]1(=[O:49])[NH:43][C:42](=[O:44])[C:41]2=[CH:45][CH:46]=[CH:47][CH:48]=[C:40]12.C1(P(C2C=CC=CC=2)C2C=CC=CC=2)C=CC=CC=1.N(C(OCC)=O)=NC(OCC)=O>C1COCC1>[F:21][C:17]1[CH:16]=[C:15]2[C:20](=[CH:19][CH:18]=1)[N:12]([CH2:11][CH2:10][CH2:9][N:43]1[C:39](=[O:49])[C:40]3[C:41](=[CH:45][CH:46]=[CH:47][CH:48]=3)[C:42]1=[O:44])[CH:13]=[C:14]2[N:22]1[C:23](=[O:38])[NH:24][N:25]=[C:26]1[C:27]1[C:35]2[C:30](=[CH:31][CH:32]=[C:33]([F:36])[CH:34]=2)[N:29]([CH3:37])[CH:28]=1. Reported procedure: To a solution of the product from Example 1 (80 mg, 0.189 mmol) in dry THF (10 mL) was added phthalimide (42 mg, 0.28 mmol) and triphenylphosphine (74 mg, 0.28 mmol). The mixture was cooled on an ice bath and diethyl azodicarboxylate (44 μL, 0.28 mmol) was added. The reaction mixture was allowed to reach room temperature and was then stirred overnight. Concentration and silica gel chromatography (dichloromethane-methanol, 99:1/98:2/95:5) gave 73 mg (70%) of the sub-title compound. Starting materials: Cl (hydrochloric acid), C(C)(=O)NC1=CC=C(C=C1)N=NC1=CC=C(C=C1)NC(C)=O (4,4′-bis(acetamido)azobenzene). Run in CO (methanol). Yields the product NC1=CC=C(C=C1)N=NC1=CC=C(C=C1)N (4,4′-diaminoazobenzene). Isolated yield 76.8%. Reaction SMILES: C([NH:4][C:5]1[CH:10]=[CH:9][C:8]([N:11]=[N:12][C:13]2[CH:18]=[CH:17][C:16]([NH:19]C(=O)C)=[CH:15][CH:14]=2)=[CH:7][CH:6]=1)(=O)C.Cl>CO>[NH2:19][C:16]1[CH:15]=[CH:14][C:13]([N:12]=[N:11][C:8]2[CH:9]=[CH:10][C:5]([NH2:4])=[CH:6][CH:7]=2)=[CH:18][CH:17]=1. Reported procedure: Without further purification, 4,4′-bis(acetamido)azobenzene (II) (16.0 g, 0.054 mol) is placed in a 500-mL round-bottomed flask equipped with a condenser and a magnetic stirrer, along with methanol (150 mL) and 6N hydrochloric acid (150 mL). The mixture is heated under reflux for 1.5 hours. The reaction mixture is cooled, and the violet solid is collected on a Büchner funnel. The mixture is heated under reflux for 1.5 hours. The reaction mixture is cooled, and the violet solid collected on a Büc... The reactants are CC(O)C#C[Si](C)(C)C, c1ccc2ncccc2c1, c1ccccc1. Yields the product CC(O)C=C[Si](C)(C)C. RXN SMILES: [CH3:1][Si:2]([C:3]#[C:4][CH:5]([CH3:6])[OH:7])([CH3:8])[CH3:9].[cH:10]1[cH:11][c:12]2[c:13]([n:14][cH:15][cH:16][cH:17]2)[cH:18][cH:19]1.[cH:20]1[cH:21][cH:22][cH:23][cH:24][cH:25]1>>[CH3:1][Si:2]([CH:3]=[CH:4][CH:5]([CH3:6])[OH:7])([CH3:8])[CH3:9]. Reactants: O=C([O-])[O-], O=Cc1ccc(F)c2ccccc12, [K+], [K+], CN(C)C=O, c1nc[nH]n1. The product is O=Cc1ccc(-n2cncn2)c2ccccc12. Reaction SMILES: [C:19](=[O:20])([O-:21])[O-:22].[F:6][c:7]1[cH:8][cH:9][c:10]([CH:17]=[O:18])[c:11]2[cH:12][cH:13][cH:14][cH:15][c:16]12.[K+:23].[K+:24].[O:25]=[CH:26][N:27]([CH3:28])[CH3:29].[nH:1]1[n:2][cH:3][n:4][cH:5]1>>[n:1]1(-[c:7]2[cH:8][cH:9][c:10]([CH:17]=[O:18])[c:11]3[cH:12][cH:13][cH:14][cH:15][c:16]23)[n:2][cH:3][n:4][cH:5]1.